From a dataset of the Open Reaction Database (ORD), a public repository of structured organic reaction records. describe an organic reaction: reactants, conditions, products, and yield The reactants are BrCc1ccccc1, O=C([O-])[O-], CCOC(=O)c1nn(C2CCCCO2)c2cc(O)ccc12, [K+], [K+], CN(C)C=O, O. Product: CCOC(=O)c1nn(C2CCCCO2)c2cc(OCc3ccccc3)ccc12. Reaction SMILES: [Br:28][CH2:29][c:30]1[cH:31][cH:32][cH:33][cH:34][cH:35]1.[C:22](=[O:23])([O-:24])[O-:25].[CH2:1]([CH3:2])[O:3][C:4](=[O:5])[c:6]1[n:7][n:8]([CH:16]2[O:17][CH2:18][CH2:19][CH2:20][CH2:21]2)[c:9]2[cH:10][c:11]([OH:15])[cH:12][cH:13][c:14]12.[K+:26].[K+:27].[O:37]=[CH:38][N:39]([CH3:40])[CH3:41].[OH2:36]>>[CH2:1]([CH3:2])[O:3][C:4](=[O:5])[c:6]1[n:7][n:8]([CH:16]2[O:17][CH2:18][CH2:19][CH2:20][CH2:21]2)[c:9]2[cH:10][c:11]([O:15][CH2:29][c:30]3[cH:31][cH:32][cH:33][cH:34][cH:35]3)[cH:12][cH:13][c:14]12. Starting materials: ClC1=C(C=CC=C1)C=1N(C2=NC=NC(=C2N1)N1CCC(CC1)NC(OC(C)(C)C)=O)C1=CC=C(C=C1)Cl (tert-butyl N-{1-[8-(2-chlorophenyl)-9-(4-chlorophenyl)-9H-purin-6-yl]piperidin-4-yl}carbamate), FC(C(=O)O)(F)F (trifluoroacetic acid). The solvent is ClCCl (dichloromethane). Product: ClC1=C(C=CC=C1)C=1N(C2=NC=NC(=C2N1)N1CCC(CC1)N)C1=CC=C(C=C1)Cl (1-[8-(2-chlorophenyl)-9-(4-chlorophenyl)-9H-purin-6-yl]piperidin-4-amine). The yield is 94.9%. RXN SMILES: [Cl:1][C:2]1[CH:7]=[CH:6][CH:5]=[CH:4][C:3]=1[C:8]1[N:9]([C:31]2[CH:36]=[CH:35][C:34]([Cl:37])=[CH:33][CH:32]=2)[C:10]2[C:15]([N:16]=1)=[C:14]([N:17]1[CH2:22][CH2:21][CH:20]([NH:23]C(=O)OC(C)(C)C)[CH2:19][CH2:18]1)[N:13]=[CH:12][N:11]=2.FC(F)(F)C(O)=O>ClCCl>[Cl:1][C:2]1[CH:7]=[CH:6][CH:5]=[CH:4][C:3]=1[C:8]1[N:9]([C:31]2[CH:32]=[CH:33][C:34]([Cl:37])=[CH:35][CH:36]=2)[C:10]2[C:15]([N:16]=1)=[C:14]([N:17]1[CH2:22][CH2:21][CH:20]([NH2:23])[CH2:19][CH2:18]1)[N:13]=[CH:12][N:11]=2. Reported procedure: A solution of tert-butyl N-{1-[8-(2-chlorophenyl)-9-(4-chlorophenyl)-9H-purin-6-yl]piperidin-4-yl}carbamate (380 mg, 0.705 mmol) was stirred in dichloromethane (7 mL) and trifluoroacetic acid (3 mL) for 16 h. The reaction was concentrated in vacuo. The crude product was dissolved in ethyl acetate and washed with saturated NaHCO3. The aqueous layer was extracted twice with ethyl acetate. The combined organic layer was washed with brine and dried with MgSO4. The crude material was purified by sili... The reactants are C1(CC1)[C@H](CC)N1C(C(=NC(=C1)Cl)Cl)=O (1-[(1S)-1-cyclopropylpropyl]-3,5-dichloro-2(1H)-pyrazinone), BrC=1C=C2CCNC2=C(C1)Cl (5-bromo-7-chloroindoline). Yields the product BrC=1C=C2CCN(C2=C(C1)Cl)C=1C(N(C=C(N1)Cl)[C@@H](CC)C1CC1)=O (3-(5-Bromo-7-chloro-2,3-dihydro-1H-indol-1-yl)-5-chloro-1-[(1S)-1-cyclopropylpropyl]-2(1H)-pyrazinone). RXN SMILES: [CH:1]1([C@@H:4]([N:7]2[CH:12]=[C:11]([Cl:13])[N:10]=[C:9](Cl)[C:8]2=[O:15])[CH2:5][CH3:6])[CH2:3][CH2:2]1.[Br:16][C:17]1[CH:18]=[C:19]2[C:23](=[C:24]([Cl:26])[CH:25]=1)[NH:22][CH2:21][CH2:20]2>>[Br:16][C:17]1[CH:18]=[C:19]2[C:23](=[C:24]([Cl:26])[CH:25]=1)[N:22]([C:9]1[C:8](=[O:15])[N:7]([C@H:4]([CH:1]3[CH2:3][CH2:2]3)[CH2:5][CH3:6])[CH:12]=[C:11]([Cl:13])[N:10]=1)[CH2:21][CH2:20]2. Procedure: Prepared in a similar fashion as described for Example 413 using 1-[(1S)-1-cyclopropylpropyl]-3,5-dichloro-2(1H)-pyrazinone and 5-bromo-7-chloroindoline as the starting materials. mp 126–127° C.; 1H NMR (300 MHz, CDCl3): δ 7.31 (d, J=1.9 Hz, 1 H), 7.24 (d, J=1.4 Hz, 1 H), 7.01 (s, 1 H), 4.32 (t, J=7.9 Hz, 2 H), 4.08–4.02 (m, 1 H), 3.14 (t, J=8.1 Hz, 2 H), 1.94–1.78 (m, 2 H), 1.05–1.00 (m, 1 H), 0.94 (t, J=7.3 Hz, 3 H), 0.81–0.77 (m, 1 H), 0.54–0.48 (m, 2 H), 0.34–0.30 (m, 1 H); HRMS (ESI) calcd ... The reactants are S(C#N)C=1NC=C(C1)C(C1=CC(=C(C(=C1)C(C)(C)C)O)C(C)(C)C)=O (2-thiocyano-4-(3,5-di-t-butyl-4-hydroxybenzoyl)pyrrole), C(C)I (ethyl iodide). Yields the product CN1C(=CC(=C1)C(C1=CC(=C(C(=C1)C(C)(C)C)O)C(C)(C)C)=O)SC (N-methyl-2-methylthio-4-(3,5-di-t-butyl-4-hydroxybenzoyl)pyrrole). Reaction SMILES: [S:1]([C:4]1[NH:5][CH:6]=[C:7]([C:9](=[O:25])[C:10]2[CH:15]=[C:14]([C:16]([CH3:19])([CH3:18])[CH3:17])[C:13]([OH:20])=[C:12]([C:21]([CH3:24])([CH3:23])[CH3:22])[CH:11]=2)[CH:8]=1)[C:2]#N.[CH2:26](I)C>>[CH3:26][N:5]1[CH:6]=[C:7]([C:9](=[O:25])[C:10]2[CH:11]=[C:12]([C:21]([CH3:22])([CH3:24])[CH3:23])[C:13]([OH:20])=[C:14]([C:16]([CH3:17])([CH3:18])[CH3:19])[CH:15]=2)[CH:8]=[C:4]1[S:1][CH3:2]. Reported procedure: Similarly, by following the procedure of part A above and substituting N-methyl-2-thiocyano-4-(3,5-di-t-butyl-4-hydroxybenzoyl)pyrrole for 2-thiocyano-4-(3,5-di-t-butyl-4-hydroxybenzoyl)pyrrole, and substituting methyl iodide for ethyl iodide, there is obtained N-methyl-2-methylthio-4-(3,5-di-t-butyl-4-hydroxybenzoyl)pyrrole [mp 173°-175° C.; 1H nmr: 1.50s (18H), 2.3s (3H), 3.73s (3H), 5.6s (OH), 6.81m (7.38m (1H), 7.76s (2H)]. Reactants: C=1C=CC(=CC1)P(C=2C=CC=CC2)C3=CC=C4C=CC=CC4=C3C5=C6C=CC=CC6=CC=C5P(C=7C=CC=CC7)C=8C=CC=CC8 (BINAP), CC(C)([O-])C.[Na+] (sodium tert-butoxide), Cl.BrC1=CC=NC=C1 (4-bromopyridine hydrochloride), CC(C)([O-])C.[Na+] (sodium tert-butoxide), C=1C=CC(=CC1)P(C=2C=CC=CC2)C3=CC=C4C=CC=CC4=C3C5=C6C=CC=CC6=CC=C5P(C=7C=CC=CC7)C=8C=CC=CC8 (BINAP), BrC1=NC=CC=C1 (bromopyridine), C=1C=CC(=CC1)P(C=2C=CC=CC2)C3=CC=C4C=CC=CC4=C3C5=C6C=CC=CC6=CC=C5P(C=7C=CC=CC7)C=8C=CC=CC8 (BINAP), Cl.BrC1=CC=NC=C1 (4-bromopyridine hydrochloride), C(C)(=O)N1[C@H](C[C@H](C2=CC(=CC=C12)C1=CC=C(C=C1)CN1CCCCC1)N)C ((cis)-1-acetyl-2-methyl-6-[4-(1-piperidinylmethyl)phenyl]-1,2,3,4-tetrahydro-4-quinolinamine), Intermediate 25. Reagents/catalysts: C=1C=CC(=CC1)/C=C/C(=O)/C=C/C2=CC=CC=C2.C=1C=CC(=CC1)/C=C/C(=O)/C=C/C2=CC=CC=C2.C=1C=CC(=CC1)/C=C/C(=O)/C=C/C2=CC=CC=C2.[Pd].[Pd] (tris(dibenzylideneacetone)dipalladium(0)), C=1C=CC(=CC1)/C=C/C(=O)/C=C/C2=CC=CC=C2.C=1C=CC(=CC1)/C=C/C(=O)/C=C/C2=CC=CC=C2.C=1C=CC(=CC1)/C=C/C(=O)/C=C/C2=CC=CC=C2.[Pd].[Pd] (tris(dibenzylideneacetone)dipalladium(0)). Solvent: C1(=CC=CC=C1)C (toluene). Run at temperature 110 celsius, time 20 hour. Yields the product C(C)(=O)N1[C@H](C[C@H](C2=CC(=CC=C12)C1=CC=C(C=C1)CN1CCCCC1)NC1=CC=NC=C1)C (cis-1-acetyl-2-methyl-6-[4-(1-piperidinylmethyl)phenyl]-N-4-pyridinyl-1,2,3,4-tetrahydro-4-quinolinamine). Isolated yield 13.9%. Reaction SMILES: Cl.Br[C:3]1[CH:8]=[CH:7][N:6]=[CH:5][CH:4]=1.[C:9]([N:12]1[C:21]2[C:16](=[CH:17][C:18]([C:22]3[CH:27]=[CH:26][C:25]([CH2:28][N:29]4[CH2:34][CH2:33][CH2:32][CH2:31][CH2:30]4)=[CH:24][CH:23]=3)=[CH:19][CH:20]=2)[C@H:15]([NH2:35])[CH2:14][C@@H:13]1[CH3:36])(=[O:11])[CH3:10].C1C=CC(P(C2C(C3C(P(C4C=CC=CC=4)C4C=CC=CC=4)=CC=C4C=3C=CC=C4)=C3C(C=CC=C3)=CC=2)C2C=CC=CC=2)=CC=1.CC(C)([O-])C.[Na+].BrC1C=CC=CN=1>C1C=CC(/C=C/C(/C=C/C2C=CC=CC=2)=O)=CC=1.C1C=CC(/C=C/C(/C=C/C2C=CC=CC=2)=O)=CC=1.C1C=CC(/C=C/C(/C=C/C2C=CC=CC=2)=O)=CC=1.[Pd].[Pd].C1(C)C=CC=CC=1>[C:9]([N:12]1[C:21]2[C:16](=[CH:17][C:18]([C:22]3[CH:27]=[CH:26][C:25]([CH2:28][N:29]4[CH2:34][CH2:33][CH2:32][CH2:31][CH2:30]4)=[CH:24][CH:23]=3)=[CH:19][CH:20]=2)[C@H:15]([NH:35][C:3]2[CH:8]=[CH:7][N:6]=[CH:5][CH:4]=2)[CH2:14][C@@H:13]1[CH3:36])(=[O:11])[CH3:10] |f:0.1,4.5,7.8.9.10.11|. Procedure: A flask was charged with 4-bromopyridine hydrochloride (61.8 mg, 0.318 mmol), (cis)-1-acetyl-2-methyl-6-[4-(1-piperidinylmethyl)phenyl]-1,2,3,4-tetrahydro-4-quinolinamine (for a preparation see Intermediate 25) (100 mg, 0.265 mmol), racemic BINAP (8.25 mg, 0.013 mmol), sodium tert-butoxide (30.5 mg, 0.318 mmol) and tris(dibenzylideneacetone)dipalladium(0) (12.13 mg, 0.013 mmol) then filled with toluene (2.5 mL). The resulting mixture was stirred at 110° C. under nitrogen for 20 h then cooled to ... Starting materials: NC1=C(C(=NC2=CC=CC(=C12)OCC(C(=O)O)(C)C)C)C(=O)OCC (3-((4-amino-3-(ethoxycarbonyl)-2-methylquinolin-5-yl)oxy)-2,2-dimethylpropanoic acid), Cl.C(C)N (ethylamine hydrochloride). The product is NC1=C(C(=NC2=CC=CC(=C12)OCC(C(=O)NCC)(C)C)C)C(=O)OCC (ethyl 4-amino-5-(3-(ethylamino)-2,2-dimethyl-3-oxopropoxy)-2-methyl-quinoline-3-carboxylate). As a reaction SMILES: [NH2:1][C:2]1[C:11]2[C:6](=[CH:7][CH:8]=[CH:9][C:10]=2[O:12][CH2:13][C:14]([CH3:19])([CH3:18])[C:15]([OH:17])=O)[N:5]=[C:4]([CH3:20])[C:3]=1[C:21]([O:23][CH2:24][CH3:25])=[O:22].Cl.[CH2:27]([NH2:29])[CH3:28]>>[NH2:1][C:2]1[C:11]2[C:6](=[CH:7][CH:8]=[CH:9][C:10]=2[O:12][CH2:13][C:14]([CH3:19])([CH3:18])[C:15]([NH:29][CH2:27][CH3:28])=[O:17])[N:5]=[C:4]([CH3:20])[C:3]=1[C:21]([O:23][CH2:24][CH3:25])=[O:22] |f:1.2|. Procedure details: Prepared as in Example 24a from 3-((4-amino-3-(ethoxycarbonyl)-2-methylquinolin-5-yl)oxy)-2,2-dimethylpropanoic acid (Example 47b) and ethylamine hydrochloride as an off-white solid (61%). MS 374 (MH+).